From a dataset of the Open Reaction Database (ORD), a public repository of structured organic reaction records. describe an organic reaction: reactants, conditions, products, and yield Reactants: C1CCOC1, C[Si](C)(C)[N-][Si](C)(C)C, CC(=O)Cl, ClCCl, Cl, Cc1cc(C#N)cc(Cl)c1N, [Na+], O. RXN SMILES: [CH2:27]1[O:28][CH2:29][CH2:30][CH2:31]1.[CH3:13][Si:14]([N-:15][Si:16]([CH3:17])([CH3:18])[CH3:19])([CH3:20])[CH3:21].[CH3:22][C:23]([Cl:24])=[O:25].[Cl:33][CH2:34][Cl:35].[ClH:26].[NH2:1][c:2]1[c:3]([Cl:11])[cH:4][c:5]([C:6]#[N:7])[cH:8][c:9]1[CH3:10].[Na+:12].[OH2:32]>>[NH:1]([c:2]1[c:3]([Cl:11])[cH:4][c:5]([C:6]#[N:7])[cH:8][c:9]1[CH3:10])[C:23]([CH3:22])=[O:25]. Yields the product CC(=O)Nc1c(C)cc(C#N)cc1Cl. Reactants: 2,4-diamino-5,6-disubstituted-5-deazapteridines, NC1=NC=C(C(=C1C#N)C)I (2-amino-3-cyano-5-iodo-4-methylpyridine), C[Si](C)(C)C#C (trimethylsilylacetylene). The reagents and catalysts are [Cu]I (copper(I) iodide), Cl[Pd]([P](C1=CC=CC=C1)(C2=CC=CC=C2)C3=CC=CC=C3)([P](C4=CC=CC=C4)(C5=CC=CC=C5)C6=CC=CC=C6)Cl (bis(triphenylphosphine)palladium(II) chloride). Run in C(C)#N (acetonitrile). Yields the product NC1=NC=C(C(=C1C#N)C)C#C[Si](C)(C)C (2-amino-3-cyano-4-methyl-5-(trimethylsilylethynyl)pyridine). RXN SMILES: [NH2:1][C:2]1[C:7]([C:8]#[N:9])=[C:6]([CH3:10])[C:5](I)=[CH:4][N:3]=1.[CH3:12][Si:13]([C:16]#[CH:17])([CH3:15])[CH3:14]>C(#N)C.[Cu]I.Cl[Pd](Cl)([P](C1C=CC=CC=1)(C1C=CC=CC=1)C1C=CC=CC=1)[P](C1C=CC=CC=1)(C1C=CC=CC=1)C1C=CC=CC=1>[NH2:1][C:2]1[C:7]([C:8]#[N:9])=[C:6]([CH3:10])[C:5]([C:17]#[C:16][Si:13]([CH3:15])([CH3:14])[CH3:12])=[CH:4][N:3]=1 |^1:25,44|. Reported procedure: In another variation in the method to the 2,4-diamino-5,6-disubstituted-5-deazapteridines described above, 2-amino-3-cyano-5-iodo-4-methylpyridine is reacted with trimethylsilylacetylene in the presence of copper(I) iodide and bis(triphenylphosphine)palladium(II) chloride under basic conditions in acetonitrile, affording 2-amino-3-cyano-4-methyl-5-(trimethylsilylethynyl)pyridine. The 5-(trimethysilylethynyl)pyridine is in turn treated with potassium carbonate in methanol, yielding the correspond... Starting materials: CC1=NOC2=CC3=C(CCNCC3)C=C21 (3-methyl-6,7,8,9-tetrahydro-5H-isoxazolo[4,5-h][3]benzazepine), ClCCCSC=1N(C(=NN1)C1=C2C=CC(=NC2=CC=C1)C)C (5-{5-[(3-chloropropyl)thio]-4-methyl-4H-1,2,4-triazol-3-yl}-2-methylquinoline). Yields the product Cl.CC1=NOC2=CC3=C(CCN(CC3)CCCSC3=NN=C(N3C)C3=C4C=CC(=NC4=CC=C3)C)C=C21 (3-Methyl-7-(3-{[4-methyl-5-(2-methyl-5-quinolinyl)-4H-1,2,4-triazol-3-yl]thio}propyl)-6,7,8,9-tetrahydro-5H-isoxazolo[4,5-h][3]benzazepine hydrochloride), solid. As a reaction SMILES: [CH3:1][C:2]1[C:15]2[C:5](=[CH:6][C:7]3[CH2:13][CH2:12][NH:11][CH2:10][CH2:9][C:8]=3[CH:14]=2)[O:4][N:3]=1.[Cl:16][CH2:17][CH2:18][CH2:19][S:20][C:21]1[N:22]([CH3:37])[C:23]([C:26]2[CH:35]=[CH:34][CH:33]=[C:32]3[C:27]=2[CH:28]=[CH:29][C:30]([CH3:36])=[N:31]3)=[N:24][N:25]=1>>[ClH:16].[CH3:1][C:2]1[C:15]2[C:5](=[CH:6][C:7]3[CH2:13][CH2:12][N:11]([CH2:17][CH2:18][CH2:19][S:20][C:21]4[N:22]([CH3:37])[C:23]([C:26]5[CH:35]=[CH:34][CH:33]=[C:32]6[C:27]=5[CH:28]=[CH:29][C:30]([CH3:36])=[N:31]6)=[N:24][N:25]=4)[CH2:10][CH2:9][C:8]=3[CH:14]=2)[O:4][N:3]=1 |f:2.3|. Procedure: The title compound was prepared in analogy to General Procedure 1 from 3-methyl-6,7,8,9-tetrahydro-5H-isoxazolo[4,5-h][3]benzazepine (0.63 mmol) and 5-{5-[(3-chloropropyl)thio]-4-methyl-4H-1,2,4-triazol-3-yl}-2-methylquinoline and was obtained as a faint yellow slightly hygroscopic solid (0.11 mmol). Reaction conditions: temperature 30 celsius, time 30 minute. Reaction SMILES: [N+:1]([C:4]1[CH:14]=[CH:13][CH:12]=[C:6]2[C:7]([O:9][C:10](=[O:11])[C:5]=12)=[O:8])([O-:3])=[O:2].N.C([O-])(=O)C1C(=CC=CC=1)C([NH2:21])=O.[NH4+]>>[N+:1]([C:4]1[CH:14]=[CH:13][CH:12]=[C:6]([C:7]([OH:9])=[O:8])[C:5]=1[C:10]([NH2:21])=[O:11])([O-:3])=[O:2] |f:2.3|. The product is [N+](=O)([O-])C1=C(C(C(=O)O)=CC=C1)C(=O)N (3-nitrophthalamic acid). Procedure: 3-Nitrophthalic anhydride (10.0 g, 50 mmol) was added in portions over 20 minutes to concentrated aqueous ammonia solution (15 ml), and the mixture was stirred at 30° C. for a further 30 minutes. The crystalline mass of ammonium phthalamate, deposited upon cooling the pale yellow solution, was collected and redissolved in a minimum amount of warm water. Concentrated hydrochloric acid (4.5 ml) was added dropwise, with stirring, and the resulting paste was washed with water, and dried in vacua to ... Reactants: [N+](=O)([O-])C1=C2C(C(=O)OC2=O)=CC=C1 (3-Nitrophthalic anhydride), N (ammonia), C(C=1C(C(=O)N)=CC=CC1)(=O)[O-].[NH4+] (ammonium phthalamate). The reactants are [Cl-].[NH4+] (ammonium chloride), Grignard reagent, FC(C=1C=C(C=O)C=CC1)(F)F (3-trifluoromethylbenzaldehyde), carbonyl, Grignard reagent, BrC1CCC2(OCCO2)CC1 (8-bromo-1,4-dioxaspiro[4.5]decane), substituted or unsubstituted benzaldehyde. Yields the product BrC1CCC2(OCCO2)CC1 (8-bromo-1,4-dioxaspiro[4.5]decane), O1CCOC12CCC(CC2)C2=C(C=CC=C2)CO ([(1,4-dioxaspiro[4.5]decan-8-yl)(phenyl)]methanol). RXN SMILES: [Br:1][CH:2]1[CH2:11][CH2:10][C:5]2([O:9][CH2:8][CH2:7][O:6]2)[CH2:4][CH2:3]1.FC(F)(F)[C:14]1[CH:15]=[C:16]([CH:19]=[CH:20][CH:21]=1)[CH:17]=[O:18].[Cl-].[NH4+]>>[Br:1][CH:2]1[CH2:11][CH2:10][C:5]2([O:6][CH2:7][CH2:8][O:9]2)[CH2:4][CH2:3]1.[O:9]1[C:5]2([CH2:10][CH2:11][CH:2]([C:15]3[CH:14]=[CH:21][CH:20]=[CH:19][C:16]=3[CH2:17][OH:18])[CH2:3][CH2:4]2)[O:6][CH2:7][CH2:8]1 |f:2.3|. Reported procedure: When the bridging group is carbonyl, the Grignard reagent of 8-bromo-1,4-dioxaspiro[4.5]decane is first prepared. The precursor 8-bromo-1,4-dioxaspiro[4.5]decane is prepared by the method of E. I. Snyder (JOC, 36, 403 (1971)). The Grignard reagent is in turn reacted with an appropriately substituted or unsubstituted benzaldehyde, for example, 3-trifluoromethylbenzaldehyde and then treated with aqueous ammonium chloride, yielding [(1,4-dioxaspiro[4.5]decan-8-yl)(phenyl)]methanol. The so-prepared ... Starting materials: B(O)O (boronic acid), BrC=1C=C(SC1)C=O (4-bromothiophene-2-carbaldehyde), S1C=C(C=C1)B(O)O (thiophen-3-ylboronic acid). Yields the product S1C=C(C=C1C=O)C1=CSC=C1 ([3,3′-bithiophene]-5-carbaldehyde). As a reaction SMILES: B(O)O.Br[C:5]1[CH:6]=[C:7]([CH:10]=[O:11])[S:8][CH:9]=1.[S:12]1[CH:16]=[CH:15][C:14](B(O)O)=[CH:13]1>>[S:8]1[C:7]([CH:10]=[O:11])=[CH:6][C:5]([C:14]2[CH:15]=[CH:16][S:12][CH:13]=2)=[CH:9]1. Reported procedure: [3,3′-bithiophene]-5-carbaldehyde was prepared using the general boronic acid coupling procedure with 4-bromothiophene-2-carbaldehyde and thiophen-3-ylboronic acid (56 mg, 102 mg theoretical, 54.9%). LC-MS m/z 195 (M+1). The reactants are [H-].[Na+] (Sodium hydride), N1C(OC(C2=C1C=CS2)=O)=O (1H-thieno[3,2-d][1,3]oxazine-2,4-dione), ICC(=O)OCC (Ethyl iodoacetate). Run in CN(C=O)C (N,N-dimethylformamide), CN(C=O)C (DMF). Conditions: time 30 minute. The product is O=C1OC(C2=C(N1CC(=O)OCC)C=CS2)=O (Ethyl 2-(2,4-dioxo-4H-thieno[3,2-d][1,3]oxazin-1-yl)acetate), solid. Yield: 80.0%. RXN SMILES: [H-].[Na+].[NH:3]1[C:8]2[CH:9]=[CH:10][S:11][C:7]=2[C:6](=[O:12])[O:5][C:4]1=[O:13].I[CH2:15][C:16]([O:18][CH2:19][CH3:20])=[O:17]>CN(C)C=O>[O:13]=[C:4]1[N:3]([CH2:15][C:16]([O:18][CH2:19][CH3:20])=[O:17])[C:8]2[CH:9]=[CH:10][S:11][C:7]=2[C:6](=[O:12])[O:5]1 |f:0.1|. Reported procedure: Sodium hydride (851 mg, 60% dispersion in oil) in dry N,N-dimethylformamide (DMF) (15 ml) was cooled under argon in an ice bath. A solution of 1H-thieno[3,2-d][1,3]oxazine-2,4-dione (3 g) in DMF (10 ml) was added over ca 20 min. The reaction mixture was stirred for 30 min at room temperature, then recooled in an ice bath. Ethyl iodoacetate (4.55 g) was added and the mixture stirred at room temperature for ca 2 h. The solution was concentrated to about half volume and cooled in an ice bath. Water...